The task is: describe an organic reaction: reactants, conditions, products, and yield. This data is from the Open Reaction Database (ORD), a public repository of structured organic reaction records. Reaction SMILES: [CH3:1][S:2]([C:5]1[CH:20]=[CH:19][C:8]2[N:9]=[C:10](SC)[C:11]3[C:12](=[CH:14][S:15][CH:16]=3)[NH:13][C:7]=2[CH:6]=1)(=[O:4])=[O:3].O.[NH:22]1[CH2:27][CH2:26][NH:25][CH2:24][CH2:23]1>C(O)(=O)C>[CH3:1][S:2]([C:5]1[CH:20]=[CH:19][C:8]2[N:9]=[C:10]([N:22]3[CH2:27][CH2:26][NH:25][CH2:24][CH2:23]3)[C:11]3[C:12](=[CH:14][S:15][CH:16]=3)[NH:13][C:7]=2[CH:6]=1)(=[O:3])=[O:4]. Procedure: A solution of 6-methylsulfonyl-10-(methylthio)-4H-thieno[3,4-b][1,5]benzodiazepine in excess piperazine and glacial acetic acid is heated in a bomb at 150° C. for 2 days. The solution is poured into water and the product is collected. Starting materials: CS(=O)(=O)C1=CC2=C(N=C(C=3C(N2)=CSC3)SC)C=C1 (6-methylsulfonyl-10-(methylthio)-4H-thieno[3,4-b][1,5]benzodiazepine), N1CCNCC1 (piperazine), O (water). Product: CS(=O)(=O)C1=CC2=C(N=C(C=3C(N2)=CSC3)N3CCNCC3)C=C1 (6-Methylsulfonyl-10-(1-piperazinyl)-4H-thieno[3,4-b][1,5]benzodiazepine). Solvent: C(C)(=O)O (acetic acid). RXN SMILES: [C:29](=[O:30])([O-:31])[O-:32].[CH3:45][CH2:46][O:47][C:48](=[O:49])[CH3:50].[CH:39]([OH:40])([CH3:41])[CH3:42].[Cu:43][I:44].[F:1][c:2]1[c:3](-[c:9]2[cH:10][c:11]3[cH:12][cH:13][c:14]([SH:19])[cH:15][c:16]3[cH:17][cH:18]2)[cH:4][cH:5][c:6]([F:8])[cH:7]1.[I:20][c:21]1[c:22]([C:23]#[N:24])[cH:25][cH:26][cH:27][cH:28]1.[K+:33].[K+:34].[OH:35][CH2:36][CH2:37][OH:38]>>[F:1][c:2]1[c:3](-[c:9]2[cH:10][c:11]3[cH:12][cH:13][c:14]([S:19][c:21]4[c:22]([C:23]#[N:24])[cH:25][cH:26][cH:27][cH:28]4)[cH:15][c:16]3[cH:17][cH:18]2)[cH:4][cH:5][c:6]([F:8])[cH:7]1. Starting materials: O=C([O-])[O-], CCOC(C)=O, CC(C)O, [Cu]I, Fc1ccc(-c2ccc3cc(S)ccc3c2)c(F)c1, N#Cc1ccccc1I, [K+], [K+], OCCO. Product: N#Cc1ccccc1Sc1ccc2cc(-c3ccc(F)cc3F)ccc2c1. Reactants: [Si](C1=CC=CC=C1)(C1=CC=CC=C1)(C(C)(C)C)OC1CN(C1)C=1OC=C(N1)C(N)=O (3-t-butyldiphenylsilyloxy-1-(4-carbamoyl-1,3-oxazol-2-yl)azetidine), [F-].C(CCC)[N+](CCCC)(CCCC)CCCC (tetra-n-butylammonium fluoride). Solvent: O1CCCC1 (tetrahydrofuran), O1CCCC1 (tetrahydrofuran). Conditions: time 1 hour. Product: C(N)(=O)C=1N=C(OC1)N1CC(C1)O (1-(4-carbamoyl-1,3-oxazol-2-yl)-3-hydroxyazetidine). Yield: 76.2%. As a reaction SMILES: [Si]([O:18][CH:19]1[CH2:22][N:21]([C:23]2[O:24][CH:25]=[C:26]([C:28](=[O:30])[NH2:29])[N:27]=2)[CH2:20]1)(C(C)(C)C)(C1C=CC=CC=1)C1C=CC=CC=1.[F-].C([N+](CCCC)(CCCC)CCCC)CCC>O1CCCC1>[C:28]([C:26]1[N:27]=[C:23]([N:21]2[CH2:22][CH:19]([OH:18])[CH2:20]2)[O:24][CH:25]=1)(=[O:30])[NH2:29] |f:1.2|. Reported procedure: To a solution of 3-t-butyldiphenylsilyloxy-1-(4-carbamoyl-1,3-oxazol-2-yl)azetidine (1.30 g, 3.08 mmol) in tetrahydrofuran (60 ml) was added a solution of 1.0M tetra-n-butylammonium fluoride in tetrahydrofuran (3.1 ml) in an ice bath, and the mixture was stirred for 1 hour. After checking the completion of the reaction, the reaction mixture was concentrated under reduced pressure. The residue was purified by chromatography on a silica gel column using ethyl acetate:methanol (10:1) as the eluant ...